From a dataset of the Open Reaction Database (ORD), a public repository of structured organic reaction records. describe an organic reaction: reactants, conditions, products, and yield The reactants are CCO, Cl, Nc1ccccc1[N+](=O)[O-], O=N[O-], NS(=O)(=O)O, [Na+], [Na+], [OH-], O, COc1cc(CO)c(O)c(CO)c1, Oc1ccccc1. Product: COc1cc(CO)c(O)c(N=Nc2ccccc2[N+](=O)[O-])c1. As a reaction SMILES: [CH3:44][CH2:45][OH:46].[ClH:11].[N+:1](=[O:2])([O-:3])[c:4]1[c:5]([NH2:6])[cH:7][cH:8][cH:9][cH:10]1.[N:12]([O-:13])=[O:14].[NH2:16][S:17](=[O:18])(=[O:19])[OH:20].[Na+:15].[Na+:22].[OH-:21].[OH2:43].[OH:23][c:24]1[c:25]([CH2:34][OH:35])[cH:26][c:27]([O:32][CH3:33])[cH:28][c:29]1[CH2:30][OH:31].[OH:36][c:37]1[cH:38][cH:39][cH:40][cH:41][cH:42]1>>[N+:1](=[O:2])([O-:3])[c:4]1[c:5]([N:6]=[N:16][c:29]2[c:24]([OH:23])[c:25]([CH2:34][OH:35])[cH:26][c:27]([O:32][CH3:33])[cH:28]2)[cH:7][cH:8][cH:9][cH:10]1. The reactants are COC=1C=C(CC2N(CCC3=C(C=CC(=C23)O)OC)CC(=O)NCC2=NC=CC=C2)C=CC1OC (2-[1-(3,4-dimethoxy-benzyl)-8-hydroxy-5-methoxy-3,4-dihydro-1H-isoquinolin-2-yl]-N-(pyridin-2-yl-methyl)-acetamide), C(C=C)Br (allyl bromide). Yields the product COC=1C=C(CC2N(CCC3=C(C=CC(=C23)OCC=C)OC)CC(=O)NCC2=NC=CC=C2)C=CC1OC (2-[1-(3,4-dimethoxy-benzyl)-8-allyloxy-5-methoxy-3,4-dihydro-1H-isoquinolin-2-yl]-N-(pyridin-2-yl-methyl)-acetamide). Reaction SMILES: [CH3:1][O:2][C:3]1[CH:4]=[C:5]([CH:31]=[CH:32][C:33]=1[O:34][CH3:35])[CH2:6][CH:7]1[C:16]2[C:11](=[C:12]([O:18][CH3:19])[CH:13]=[CH:14][C:15]=2[OH:17])[CH2:10][CH2:9][N:8]1[CH2:20][C:21]([NH:23][CH2:24][C:25]1[CH:30]=[CH:29][CH:28]=[CH:27][N:26]=1)=[O:22].[CH2:36](Br)[CH:37]=[CH2:38]>>[CH3:1][O:2][C:3]1[CH:4]=[C:5]([CH:31]=[CH:32][C:33]=1[O:34][CH3:35])[CH2:6][CH:7]1[C:16]2[C:11](=[C:12]([O:18][CH3:19])[CH:13]=[CH:14][C:15]=2[O:17][CH2:38][CH:37]=[CH2:36])[CH2:10][CH2:9][N:8]1[CH2:20][C:21]([NH:23][CH2:24][C:25]1[CH:30]=[CH:29][CH:28]=[CH:27][N:26]=1)=[O:22]. Procedure details: prepared by reaction of 2-[1-(3,4-dimethoxy-benzyl)-8-hydroxy-5-methoxy-3,4-dihydro-1H-isoquinolin-2-yl]-N-(pyridin-2-yl-methyl)-acetamide with allyl bromide Reactants: ClCC1=NC(=NO1)C=1N=CN2C1CN(C(C1=C2C=CC(=C1)F)=O)C (3-(5-chloromethyl-1,2,4-oxadiazol-3-yl)-8-fluoro-5,6-dihydro-5-methyl-4H-imidazo[1,5-a][1,4]-benzodiazepin-6-one), N1CCCCC1 (piperidine). Solvent: CN(C=O)C (N,N-dimethylformamide). Product: FC=1C=CC2=C(C(N(CC=3N2C=NC3C3=NOC(=N3)CN3CCCCC3)C)=O)C1 (8-fluoro-5-methyl-3-[5-(piperidin-1-ylmethyl)-1,2,4-oxadiazol-3-yl]-5,6-dihydro-4H-imidazo[1,5-a][1,4]benzodiazepin-6-one). Yield: 74.8%. RXN SMILES: Cl[CH2:2][C:3]1[O:7][N:6]=[C:5]([C:8]2[N:9]=[CH:10][N:11]3[C:17]4[CH:18]=[CH:19][C:20]([F:22])=[CH:21][C:16]=4[C:15](=[O:23])[N:14]([CH3:24])[CH2:13][C:12]=23)[N:4]=1.[NH:25]1[CH2:30][CH2:29][CH2:28][CH2:27][CH2:26]1>CN(C)C=O>[F:22][C:20]1[CH:19]=[CH:18][C:17]2[N:11]3[CH:10]=[N:9][C:8]([C:5]4[N:4]=[C:3]([CH2:2][N:25]5[CH2:30][CH2:29][CH2:28][CH2:27][CH2:26]5)[O:7][N:6]=4)=[C:12]3[CH2:13][N:14]([CH3:24])[C:15](=[O:23])[C:16]=2[CH:21]=1. Reported procedure: 1.04 g (3.0 mmol) of 3-(5-chloromethyl-1,2,4-oxadiazol-3-yl)-8-fluoro-5,6-dihydro-5-methyl-4H-imidazo[1,5-a][1,4]-benzodiazepin-6-one, 0.64 g (7.5 mmol) of piperidine and 10 ml of N,N-dimethylformamide were stirred at room temperature for 4 hours. The reaction mixture was concentrated, the residue was dissolved in methylene chloride and the solution was made alkaline with 4N sodium hydroxide solution. The solution was washed once with saturated sodium chloride solution, dried with magnesium sulf... Reactants: ClC1=CC(=C(C=C1)C=1N=C(SC1C1=C(C=C(C=C1)Cl)C)C#N)C (4,5-bis(4-chloro-2-methylphenyl)thiazole-2-carbonitrile), [N-]=[N+]=[N-].[Na+] (sodium azide). The reagents and catalysts are [Br-].[Zn+2].[Br-] (zinc bromide). Run at temperature 150 celsius. The product is ClC1=CC(=C(C=C1)C=1N=C(SC1C1=C(C=C(C=C1)Cl)C)C1=NN=NN1)C (4,5-Bis(4-chloro-2-methylphenyl)-2-(1H-tetrazol-5-yl)thiazole). Yield: 71.0%. As a reaction SMILES: [Cl:1][C:2]1[CH:7]=[CH:6][C:5]([C:8]2[N:9]=[C:10]([C:21]#[N:22])[S:11][C:12]=2[C:13]2[CH:18]=[CH:17][C:16]([Cl:19])=[CH:15][C:14]=2[CH3:20])=[C:4]([CH3:23])[CH:3]=1.[N-:24]=[N+:25]=[N-:26].[Na+]>[Br-].[Zn+2].[Br-]>[Cl:1][C:2]1[CH:7]=[CH:6][C:5]([C:8]2[N:9]=[C:10]([C:21]3[NH:26][N:25]=[N:24][N:22]=3)[S:11][C:12]=2[C:13]2[CH:18]=[CH:17][C:16]([Cl:19])=[CH:15][C:14]=2[CH3:20])=[C:4]([CH3:23])[CH:3]=1 |f:1.2,3.4.5|. Procedure: A round-bottomed flask was charged with 4,5-bis(4-chloro-2-methylphenyl)thiazole-2-carbonitrile (150 mg, 0.42 mmol), zinc bromide (189 mg, 0.84 mmol) and sodium azide (45.5 mg, 0.84 mmol). After degassed, DMF (3 mL) was added. The reaction mixture was heated to 150° C. overnight. After cooled to rt, the reaction was quenched with 30 mL of 0.1 N aqueous HCl, and extracted with ethyl acetate. The organic phase was dried over anhydrous sodium sulphate and then concentrated. The residue was purified... The reactants are C(C)(C)N(CC)C(C)C (diisopropylethylamine), C1(CCCC1)C1=CC=CC=2CC(OC21)CN ((7-cyclopentyl-2,3-dihydro-1-benzofuran-2-yl)methylamine), ClC(=O)OCC1=CC=CC=C1 (benzyl chloroformate). Solvent: O1CCCC1 (tetrahydrofuran). Reaction conditions: temperature 0 celsius, time 15 minute. Product: C(C1=CC=CC=C1)OC(NCC1OC2=C(C1)C=CC=C2C2CCCC2)=O ((±)-benzyl(7-cyclopentyl-2,3-dihydro-1-benzofuran-2-yl)methylcarbamate). Yield: 75.8%. Reaction SMILES: [CH:1]1([C:6]2[C:14]3[O:13][CH:12]([CH2:15][NH2:16])[CH2:11][C:10]=3[CH:9]=[CH:8][CH:7]=2)[CH2:5][CH2:4][CH2:3][CH2:2]1.C(N(C(C)C)CC)(C)C.Cl[C:27]([O:29][CH2:30][C:31]1[CH:36]=[CH:35][CH:34]=[CH:33][CH:32]=1)=[O:28]>O1CCCC1>[CH2:30]([O:29][C:27](=[O:28])[NH:16][CH2:15][CH:12]1[CH2:11][C:10]2[CH:9]=[CH:8][CH:7]=[C:6]([CH:1]3[CH2:2][CH2:3][CH2:4][CH2:5]3)[C:14]=2[O:13]1)[C:31]1[CH:36]=[CH:35][CH:34]=[CH:33][CH:32]=1. Procedure details: To a suspension of (7-cyclopentyl-2,3-dihydro-1-benzofuran-2-yl)methylamine (2.4 g, 9.46 mmol) in tetrahydrofuran (100 mL) cooled to 0° C. was added diisopropylethylamine (2.14 g, 16.58 mmol) followed by benzyl chloroformate (2.08 g, 12.19 mmol) and the reaction mixture was allowed to stir for 15 min. The reaction mixture was quenched with water (100 mL). The aqueous layer was extracted with ethyl acetate (2×200 mL) and the combined organic extracts were washed with saturated aqueous sodium chlo... Starting materials: O (water), BrC1=CC(=C(OC2=CC=C(C=C2)O)C=C1)F (4-(4-bromo-2-fluorophenoxy)phenol), BrC(C(=O)OC)C (methyl 2-bromoproprionate), C([O-])([O-])=O.[K+].[K+] (potassium carbonate). Run in CS(=O)C (DMSO). Run at time 18 hour. The product is COC(C(C)OC1=CC=C(C=C1)OC1=C(C=C(C=C1)Br)F)=O (4-(4-bromo-2-fluorophenoxy)phenoxy propionic acid methyl ester). As a reaction SMILES: [Br:1][C:2]1[CH:15]=[CH:14][C:5]([O:6][C:7]2[CH:12]=[CH:11][C:10]([OH:13])=[CH:9][CH:8]=2)=[C:4]([F:16])[CH:3]=1.Br[CH:18]([CH3:23])[C:19]([O:21][CH3:22])=[O:20].C(=O)([O-])[O-].[K+].[K+].O>CS(C)=O>[CH3:22][O:21][C:19](=[O:20])[CH:18]([O:13][C:10]1[CH:9]=[CH:8][C:7]([O:6][C:5]2[CH:14]=[CH:15][C:2]([Br:1])=[CH:3][C:4]=2[F:16])=[CH:12][CH:11]=1)[CH3:23] |f:2.3.4|. Reported procedure: A mixture of the 4-(4-bromo-2-fluorophenoxy)phenol (5.66 g, 0.02 mol) from Step V, methyl 2-bromoproprionate (3.34 g, 0.02 mol) and potassium carbonate (3.06 g, 0.22 mol) in DMSO (30 ml) was stirred, under an atmosphere of nitrogen, at room temperature for 18 hours. The mixture was poured into water (300 ml), and the resulting mixture extracted with ether (2×100 ml). The ether extracts were combined, washed with water (100 ml), dried (MgSO4), and the solvent evaporated to give the desired 2-[4-(... Starting materials: FC1=CC=C(OC=2C=C(C=O)C=CC2)C=C1 (3-(4-Fluorophenoxy)benzaldehyde), C(C)(=O)CP(OC)(OC)=O (dimethyl acetylmethylphosphonate), C([O-])([O-])=O.[K+].[K+] (potassium carbonate). Run in C1CCOC1 (THF). Product: FC1=CC=C(OC=2C=C(C=CC2)\C=C\C(C)=O)C=C1 ((E)-1-[3-(4-Fluorophenoxy)phenyl]buten-3-one), oil. As a reaction SMILES: [F:1][C:2]1[CH:16]=[CH:15][C:5]([O:6][C:7]2[CH:8]=[C:9]([CH:12]=[CH:13][CH:14]=2)[CH:10]=O)=[CH:4][CH:3]=1.[C:17]([CH2:20]P(=O)(OC)OC)(=[O:19])[CH3:18].C(=O)([O-])[O-].[K+].[K+]>C1COCC1>[F:1][C:2]1[CH:16]=[CH:15][C:5]([O:6][C:7]2[CH:8]=[C:9](/[CH:10]=[CH:18]/[C:17](=[O:19])[CH3:20])[CH:12]=[CH:13][CH:14]=2)=[CH:4][CH:3]=1 |f:2.3.4|. Reported procedure: A mixture of the product from step (c) (8.9 g). dimethyl acetylmethylphosphonate (6.84 g), anhy. potassium carbonate (11.37 g) and dry THF (100 ml) was heated under N2 at 50°-55° C. for 20 hours. The mixture was then cooled and filtered, the residue washed with THF, and the filtrate and washings combined and stripped to give a pale orange oil which was eluted through a silica gel column using ether/40-60 pet. ether (1:2) and the eluate stripped and dried under high vacuum to give the desired pro... Starting materials: Cl (hydrogen chloride), C(C)(=O)NCC=1SC=C(N1)C=1N=C(SC1)N (4-(2-acetylaminomethylthiazol-4-yl)-2-aminothiazole), C(C)(C)OC(C)C (diisopropyl ether). Solvent: CO (methanol). Run at time 40 minute. Product: Cl.C(C)(=O)NCC=1SC=C(N1)C=1N=C(SC1)N (4-(2-acetylaminomethylthiazol-4-yl)-2-aminothiazole hydrochloride). Reaction SMILES: [ClH:1].[C:2]([NH:5][CH2:6][C:7]1[S:8][CH:9]=[C:10]([C:12]2[N:13]=[C:14]([NH2:17])[S:15][CH:16]=2)[N:11]=1)(=[O:4])[CH3:3].C(OC(C)C)(C)C>CO>[ClH:1].[C:2]([NH:5][CH2:6][C:7]1[S:8][CH:9]=[C:10]([C:12]2[N:13]=[C:14]([NH2:17])[S:15][CH:16]=2)[N:11]=1)(=[O:4])[CH3:3] |f:4.5|. Procedure: 4N-Dioxanoic hydrogen chloride (10 ml) was added to a suspension of 4-(2-acetylaminomethylthiazol-4-yl)-2-aminothiazole (0.75 g) in methanol (30 ml). The mixture was stirred at room temperature for 40 minutes, and diisopropyl ether (50 ml) was added. The resulting precipitate was collected by filtration. Recrystallization from a mixture of methanol and dioxane afforded 4-(2-acetylaminomethylthiazol-4-yl)-2-aminothiazole hydrochloride (0.35 g).